This data is from the Open Reaction Database (ORD), a public repository of structured organic reaction records. The task is: describe an organic reaction: reactants, conditions, products, and yield RXN SMILES: [C:17]([CH3:18])([CH3:19])([CH3:20])[O:21][C:22]([CH:23]([CH2:24][CH2:25][O:26][Si:27]([CH3:28])([CH3:29])[C:30]([CH3:31])([CH3:32])[CH3:33])[P:34]([O:35][CH2:36][CH3:37])([O:38][CH2:39][CH3:40])=[O:41])=[O:42].[CH2:47]1[O:48][CH2:49][CH2:50][CH2:51]1.[CH3:1][O:2][c:3]1[cH:4][c:5]([CH:6]=[O:7])[cH:8][cH:9][c:10]1-[n:11]1[cH:12][n:13][c:14]([CH3:16])[cH:15]1.[CH3:52][CH2:53][OH:54].[CH3:55][CH2:56][O:57][C:58](=[O:59])[CH3:60].[Li+:45].[OH-:44].[OH2:43].[OH2:46]>>[CH3:1][O:2][c:3]1[cH:4][c:5]([CH:6]=[C:23]([C:22]([O:21][C:17]([CH3:18])([CH3:19])[CH3:20])=[O:42])[CH2:24][CH2:25][O:26][Si:27]([CH3:28])([CH3:29])[C:30]([CH3:31])([CH3:32])[CH3:33])[cH:8][cH:9][c:10]1-[n:11]1[cH:12][n:13][c:14]([CH3:16])[cH:15]1. Starting materials: CCOP(=O)(OCC)C(CCO[Si](C)(C)C(C)(C)C)C(=O)OC(C)(C)C, C1CCOC1, COc1cc(C=O)ccc1-n1cnc(C)c1, CCO, CCOC(C)=O, [Li+], [OH-], O, O. Yields the product COc1cc(C=C(CCO[Si](C)(C)C(C)(C)C)C(=O)OC(C)(C)C)ccc1-n1cnc(C)c1. Reactants: C1(=CC=C2C=CC3=CC=CC4=CC=C1C2=C34)B(O)O (1-pyreneboronic acid), N1=C(C=CC=C1)C1=CC=C(C=C1)B(O)O (4-(2-pyridyl)phenylboronic acid), C(=O)([O-])[O-].[K+].[K+] (K2CO3), BrC=1C=C(C=C(C1)Br)C1=NC(=NC(=N1)C1=CC=CC=C1)C1=CC=CC=C1 (2-(3,5-dibromophenyl)-4,6-diphenyl-1,3,5-triazine), resultant suspension. The reagents and catalysts are C=1C=CC(=CC1)[P](C=2C=CC=CC2)(C=3C=CC=CC3)[Pd]([P](C=4C=CC=CC4)(C=5C=CC=CC5)C=6C=CC=CC6)([P](C=7C=CC=CC7)(C=8C=CC=CC8)C=9C=CC=CC9)[P](C=1C=CC=CC1)(C=1C=CC=CC1)C=1C=CC=CC1 (tetrakis(triphenylphosphine)palladium). The solvent is C1(=CC=CC=C1)C (toluene), C(C)O (ethanol). Reaction conditions: time 3 hour. Yields the product C1(=CC=CC=C1)C1=NC(=NC(=N1)C1=CC=CC=C1)C=1C=C(C=C(C1)C1=CC=C2C=CC3=CC=CC4=CC=C1C2=C34)C3=CC=C(C=C3)C3=NC=CC=C3 (4,6-diphenyl-2-[5-(1-pyrenyl)-4′-(2-pyridyl)biphenyl-3-yl]-1,3,5-triazine). Yield: 26.0%. RXN SMILES: [C:1]1(B(O)O)[C:14]2[C:15]3=[C:16]4[C:11](=[CH:12][CH:13]=2)[CH:10]=[CH:9][CH:8]=[C:7]4[CH:6]=[CH:5][C:4]3=[CH:3][CH:2]=1.Br[C:21]1[CH:22]=[C:23]([C:28]2[N:33]=[C:32]([C:34]3[CH:39]=[CH:38][CH:37]=[CH:36][CH:35]=3)[N:31]=[C:30]([C:40]3[CH:45]=[CH:44][CH:43]=[CH:42][CH:41]=3)[N:29]=2)[CH:24]=[C:25](Br)[CH:26]=1.C([O-])([O-])=O.[K+].[K+].[N:52]1[CH:57]=[CH:56][CH:55]=[CH:54][C:53]=1[C:58]1[CH:63]=[CH:62][C:61](B(O)O)=[CH:60][CH:59]=1>C1C=CC([P]([Pd]([P](C2C=CC=CC=2)(C2C=CC=CC=2)C2C=CC=CC=2)([P](C2C=CC=CC=2)(C2C=CC=CC=2)C2C=CC=CC=2)[P](C2C=CC=CC=2)(C2C=CC=CC=2)C2C=CC=CC=2)(C2C=CC=CC=2)C2C=CC=CC=2)=CC=1.C(O)C.C1(C)C=CC=CC=1>[C:34]1([C:32]2[N:31]=[C:30]([C:40]3[CH:41]=[CH:42][CH:43]=[CH:44][CH:45]=3)[N:29]=[C:28]([C:23]3[CH:22]=[C:21]([C:61]4[CH:60]=[CH:59][C:58]([C:53]5[CH:54]=[CH:55][CH:56]=[CH:57][N:52]=5)=[CH:63][CH:62]=4)[CH:26]=[C:25]([C:1]4[C:14]5[C:15]6=[C:16]7[C:11](=[CH:12][CH:13]=5)[CH:10]=[CH:9][CH:8]=[C:7]7[CH:6]=[CH:5][C:4]6=[CH:3][CH:2]=4)[CH:24]=3)[N:33]=2)[CH:39]=[CH:38][CH:37]=[CH:36][CH:35]=1 |f:2.3.4,^1:70,72,91,110|. Reported procedure: In a stream of argon, 0.53 g (2.14 mmol) of 1-pyreneboronic acid, 1.00 g (2.14 mmol) of 2-(3,5-dibromophenyl)-4,6-diphenyl-1,3,5-triazine and 24.7 mg (0.0214 mmol) of tetrakis(triphenylphosphine)palladium were suspended in a mixed solvent composed of 80 mL of toluene and 10 mL of ethanol, and the resultant suspension was heated to 60° C. To the suspension, 8.56 mL (8.56 mmol) of an aqueous 1M K2CO3 solution was gradually added dropwise, and the mixture was stirred for 3 hours. Then the mixture w... Reported procedure: 2.8 g of Boc-Tyr-OH and 1.3 ml of N-ethylmorpholine are dissolved in 50 ml of absolute tetrahydrofuran and 1.3 ml of chloroformic acid iso-butyl ester are added dropwise at -15°. After 5 minutes, a solution of 2.7 g of HCl.H-(D)Ala-Gly-OBzl and 1.3 ml of N-ethylmorpholine in 20 ml of DMF are added. After 1 hour's stirring at -10°, the mixture is worked up in the manner indicated under (c) above. The title compound is crystallised from methanol/petroleum ether. Decomp. 65°. Product: N([C@@H](CC1=CC=C(C=C1)O)C(=O)N[C@H](C)C(=O)NCC(=O)OCC1=CC=CC=C1)C(=O)OC(C)(C)C (Boc-Tyr-(D)Ala-Gly-OBzl). Starting materials: Cl (HCl), N([C@H](C)C(=O)NCC(=O)OCC1=CC=CC=C1)C(=O)OC(C)(C)C (Boc-(D)Ala-Gly-OBzl), N([C@@H](CC1=CC=C(C=C1)O)C(=O)O)C(=O)OC(C)(C)C (Boc-Tyr-OH), C(C)N1CCOCC1 (N-ethylmorpholine), C(C(C)C)OC(=O)Cl (chloroformic acid iso-butyl ester), N[C@H](C)C(=O)NCC(=O)OCC1=CC=CC=C1 (H-(D)Ala-Gly-OBzl), C(C)N1CCOCC1 (N-ethylmorpholine). RXN SMILES: [NH:1]([C:14]([O:16][C:17]([CH3:20])([CH3:19])[CH3:18])=[O:15])[C@H:2]([C:11]([OH:13])=O)[CH2:3][C:4]1[CH:9]=[CH:8][C:7]([OH:10])=[CH:6][CH:5]=1.C(N1CCOCC1)C.C(OC(Cl)=O)C(C)C.Cl.[NH2:38][C@@H:39]([C:41]([NH:43][CH2:44][C:45]([O:47][CH2:48][C:49]1[CH:54]=[CH:53][CH:52]=[CH:51][CH:50]=1)=[O:46])=[O:42])[CH3:40].N(C(OC(C)(C)C)=O)[C@@H](C(NCC(OCC1C=CC=CC=1)=O)=O)C>O1CCCC1.CN(C=O)C>[NH:1]([C:14]([O:16][C:17]([CH3:20])([CH3:19])[CH3:18])=[O:15])[C@H:2]([C:11]([NH:38][C@@H:39]([C:41]([NH:43][CH2:44][C:45]([O:47][CH2:48][C:49]1[CH:50]=[CH:51][CH:52]=[CH:53][CH:54]=1)=[O:46])=[O:42])[CH3:40])=[O:13])[CH2:3][C:4]1[CH:5]=[CH:6][C:7]([OH:10])=[CH:8][CH:9]=1. The solvent is O1CCCC1 (tetrahydrofuran), CN(C)C=O (DMF). Reaction conditions: time 5 minute. Starting materials: N#Cc1ccccc1C=O, CC(C)Cn1c(=O)n(C)c(=O)c2ccsc21, CC(C)[N-]C(C)C, [Li+], C1CCOC1, O. The product is CC(C)Cn1c(=O)n(C)c(=O)c2cc(C3OC(=N)c4ccccc43)sc21. Reaction SMILES: [C:25](#[N:26])[c:27]1[c:28]([CH:29]=[O:30])[cH:31][cH:32][cH:33][cH:34]1.[CH3:1][n:2]1[c:3](=[O:16])[n:4]([CH2:12][CH:13]([CH3:14])[CH3:15])[c:5]2[c:6]([c:7]1=[O:8])[cH:9][cH:10][s:11]2.[CH:17]([N-:18][CH:19]([CH3:20])[CH3:21])([CH3:22])[CH3:23].[Li+:24].[O:36]1[CH2:37][CH2:38][CH2:39][CH2:40]1.[OH2:35]>>[CH3:1][n:2]1[c:3](=[O:16])[n:4]([CH2:12][CH:13]([CH3:14])[CH3:15])[c:5]2[c:6]([c:7]1=[O:8])[cH:9][c:10]([CH:29]1[c:28]3[c:27]([cH:34][cH:33][cH:32][cH:31]3)[C:25](=[NH:26])[O:30]1)[s:11]2. The reactants are OCCC1CCN(c2nc3ccc(Cl)cc3s2)CC1, [Na+], [OH-], O, O=S(Cl)Cl. Product: ClCCC1CCN(c2nc3ccc(Cl)cc3s2)CC1. Reaction SMILES: [Cl:1][c:2]1[cH:3][c:4]2[c:5]([n:6][c:7]([N:9]3[CH2:10][CH2:11][CH:12]([CH2:15][CH2:16][OH:17])[CH2:13][CH2:14]3)[s:8]2)[cH:18][cH:19]1.[Na+:25].[OH-:24].[OH2:26].[S:20]([Cl:21])([Cl:22])=[O:23]>>[Cl:1][c:2]1[cH:3][c:4]2[c:5]([n:6][c:7]([N:9]3[CH2:10][CH2:11][CH:12]([CH2:15][CH2:16][Cl:22])[CH2:13][CH2:14]3)[s:8]2)[cH:18][cH:19]1. The reactants are CCS(=O)(=O)c1cnc(N2CCNCC2)s1, CS(=O)(=O)c1ccc(OC2CCCC2)c(C(=O)O)c1, Cl. The product is CCS(=O)(=O)c1cnc(N2CCN(C(=O)c3cc(S(C)(=O)=O)ccc3OC3CCCC3)CC2)s1. As a reaction SMILES: [CH2:21]([CH3:22])[S:23](=[O:24])(=[O:25])[c:26]1[cH:27][n:28][c:29]([N:31]2[CH2:32][CH2:33][NH:34][CH2:35][CH2:36]2)[s:30]1.[CH:1]1([O:6][c:7]2[c:8]([C:9](=[O:10])[OH:11])[cH:12][c:13]([S:16](=[O:17])(=[O:18])[CH3:19])[cH:14][cH:15]2)[CH2:2][CH2:3][CH2:4][CH2:5]1.[ClH:20]>>[CH:1]1([O:6][c:7]2[c:8]([C:9](=[O:11])[N:34]3[CH2:33][CH2:32][N:31]([c:29]4[n:28][cH:27][c:26]([S:23]([CH2:21][CH3:22])(=[O:24])=[O:25])[s:30]4)[CH2:36][CH2:35]3)[cH:12][c:13]([S:16](=[O:17])(=[O:18])[CH3:19])[cH:14][cH:15]2)[CH2:2][CH2:3][CH2:4][CH2:5]1.